This data is from the Open Reaction Database (ORD), a public repository of structured organic reaction records. The task is: describe an organic reaction: reactants, conditions, products, and yield The reactants are c1ccc2c(c1)CCN2, CC(=O)OC(C)=O, O. Yields the product CC(=O)N1CCc2ccccc21. Reaction SMILES: [CH2:1]1[CH2:2][c:3]2[cH:4][cH:5][cH:6][cH:7][c:8]2[NH:9]1.[CH3:10][C:11](=[O:12])[O:13][C:14](=[O:15])[CH3:16].[OH2:17]>>[CH2:1]1[CH2:2][c:3]2[cH:4][cH:5][cH:6][cH:7][c:8]2[N:9]1[C:11]([CH3:10])=[O:12]. Starting materials: CSC=1C=C(C=CC1)N1C(N(C(C2=C1N=CC=C2)=O)CC2=CC=NC=C2)=O (1-(3-Methylthiophenyl)-3-(4-pyridylmethyl)pyrido[2,3-d]pyrimidine-2,4(1H,3H)-dione), ClC=1C=C(C(=O)OO)C=CC1 (m-Chloroperoxybenzoic acid). Reported procedure: 1-(3-Methylthiophenyl)-3-(4-pyridylmethyl)pyrido[2,3-d]pyrimidine-2,4(1H,3H)-dione (100 mg, 0.27 mmole), prepared, e.g., as described in Example 5B, was dissolved in methylene chloride (20 ml) and cooled to 0° C. m-Chloroperoxybenzoic acid (45 mg, 0.27 mmole) was added to the solution. The solution was stirred for 2 hours at 0° C. The solution was then washed with a 10% solution of Na2SO3 (2 ml) followed by a wash with saturated NaHCO3 (10 ml). The organic and aqueous phases were separated and t... Product: CS(=O)C=1C=C(C=CC1)N1C(N(C(C2=C1N=CC=C2)=O)CC2=CC=NC=C2)=O (1-(3-methylsulfinylphenyl)-3-(4-pyridylmethyl)pyrido[2,3-d]pyrimidine-2,4(1H,3H)-dione). Reaction SMILES: [CH3:1][S:2][C:3]1[CH:4]=[C:5]([N:9]2[C:14]3[N:15]=[CH:16][CH:17]=[CH:18][C:13]=3[C:12](=[O:19])[N:11]([CH2:20][C:21]3[CH:26]=[CH:25][N:24]=[CH:23][CH:22]=3)[C:10]2=[O:27])[CH:6]=[CH:7][CH:8]=1.ClC1C=C(C=CC=1)C(OO)=[O:33]>C(Cl)Cl>[CH3:1][S:2]([C:3]1[CH:4]=[C:5]([N:9]2[C:14]3[N:15]=[CH:16][CH:17]=[CH:18][C:13]=3[C:12](=[O:19])[N:11]([CH2:20][C:21]3[CH:22]=[CH:23][N:24]=[CH:25][CH:26]=3)[C:10]2=[O:27])[CH:6]=[CH:7][CH:8]=1)=[O:33]. Run at temperature 0 celsius, time 2 hour. Yield: 48.1%. Solvent: C(Cl)Cl (methylene chloride). The reactants are CC12CC3(CC(CC(C1)C3)C2)C (1,3-dimethyladamantane), C(=O)(C)C(=O)C (biacetyl), ON1C(C=2C(C1=O)=CC=CC2)=O (N-hydroxyphthalimide). Reagents/catalysts: C(C)(=O)[O-].[Co+2].C(C)(=O)[O-] (cobalt (II) acetate). Solvent: C(C)(=O)O (acetic acid). Run at temperature 75 celsius, time 8 hour. Product: C(C)(=O)C12CC3(CC(CC(C1)C3)(C2)C)C (1-acetyl-3,5-dimethyladamantane), C(C)(=O)C12CC3(CC(CC(C1)(C3)O)(C2)C)C (1-acetyl-3,5-dimethyl-7-adamantanol). The yield is 22.0%. Reaction SMILES: [CH3:1][C:2]12[CH2:11][CH:6]3[CH2:7][CH:8]([CH2:10][C:4]([CH3:12])([CH2:5]3)[CH2:3]1)[CH2:9]2.[C:13]([C:16]([CH3:18])=[O:17])([CH3:15])=O.[OH:19]N1C(=O)C2=CC=CC=C2C1=O>C([O-])(=O)C.[Co+2].C([O-])(=O)C.C(O)(=O)C>[C:16]([C:13]12[CH2:1][C:2]3([CH3:11])[CH2:9][CH:8]([CH2:10][C:4]([CH3:5])([CH2:3]3)[CH2:15]1)[CH2:7]2)(=[O:17])[CH3:18].[C:16]([C:13]12[CH2:10][C:4]3([CH3:12])[CH2:3][C:2]([OH:19])([CH2:11][C:6]([CH3:7])([CH2:5]3)[CH2:15]1)[CH2:1]2)(=[O:17])[CH3:18] |f:3.4.5|. Procedure: A mixture of 3 mmol of 1,3-dimethyladamantane, 18 mmol of biacetyl, 0.3 mmol of N-hydroxyphthalimide, 0.015 mmol of cobalt (II) acetate, and 3 ml of acetic acid was stirred at 75° C. under an oxygen atmosphere (1 atm) for 8 hours. Products in the reaction mixture were found, by gas chromatographic analysis, to be 1-acetyl-3,5-dimethyladamantane (yield 58%), and 1-acetyl-3,5-dimethyl-7-adamantanol (yield 22%) at a conversion rate of 1,3-dimethyladamantane of 94%. Reactants: BrC1=C(C=CC=C1)C1=NC2=C(N1CC1CCC(CC1)C)C=CC=C2 (2-(2-bromo-phenyl)-1-(4-methyl-cyclohexylmethyl)-1H-benzoimidazole), C(#C)C1=CC=C(C#N)C=C1 (4-ethynyl-benzonitrile), solid. Yields the product C1(CCCCC1)CCN1C(=NC2=C1C=CC=C2)C2=C(C=CC=C2)C#CC2=CC=C(C#N)C=C2 (4-{2-[1-(2-Cyclohexyl-ethyl)-1H-benzoimidazol-2-yl]-phenylethynyl}-benzonitrile). RXN SMILES: Br[C:2]1[CH:7]=[CH:6][CH:5]=[CH:4][C:3]=1[C:8]1[N:12]([CH2:13]C2CCC(C)CC2)[C:11]2[CH:21]=[CH:22][CH:23]=[CH:24][C:10]=2[N:9]=1.[C:25]([C:27]1[CH:34]=[CH:33][C:30]([C:31]#[N:32])=[CH:29][CH:28]=1)#[CH:26]>>[CH:3]1([CH2:8][CH2:13][N:12]2[C:11]3[CH:21]=[CH:22][CH:23]=[CH:24][C:10]=3[N:9]=[C:8]2[C:3]2[CH:4]=[CH:5][CH:6]=[CH:7][C:2]=2[C:26]#[C:25][C:27]2[CH:34]=[CH:33][C:30]([C:31]#[N:32])=[CH:29][CH:28]=2)[CH2:4][CH2:5][CH2:6][CH2:7][CH2:2]1. Procedure details: The title compound was prepared in analogy to Example 72, intermediate a, from 2-(2-bromo-phenyl)-1-(4-methyl-cyclohexylmethyl)-1H-benzoimidazole and 4-ethynyl-benzonitrile (CAS Reg. No. 3032-92-6). White solid (43%). MS (Turbo Spray): m/z=430.2 (M+H). The reactants are C(C#C)Br (propargyl bromide), C(=O)[O-].[NH4+] (ammonium formate), C(C=C)N1N(C2=NC(=NC=C2C1=O)SC)C1=NC(=CC=C1)C(C)(C)O (2-allyl-1-[6-(1-hydroxy-1-methylethyl)-2-pyridinyl]-6-(methylthio)-1,2-dihydro-3H-pyrazolo[3,4-d]pyrimidin-3-one), [H-].[Na+] (sodium hydride), C(O)([O-])=O.[Na+] (sodium hydrogencarbonate). The reagents and catalysts are C1=CC=C(C=C1)P([C-]2C=CC=C2)C3=CC=CC=C3.C1=CC=C(C=C1)P([C-]2C=CC=C2)C3=CC=CC=C3.Cl[Pd]Cl.[Fe+2] ([1,1′-bis(diphenylphosphino)ferrocene]palladium(II) dichloride). The solvent is O1CCCC1 (tetrahydrofuran), CN(C=O)C (N,N-dimethylformamide), O (water). Run at temperature 90 celsius, time 3 hour. Yields the product OC(C)(C)C1=CC=CC(=N1)N1N(C(C=2C1=NC(=NC2)SC)=O)CC#C (1-[6-(1-hydroxy-1-methylethyl)pyridin-2-yl]-6-(methylthio)-2-(2-propynyl)-1,2-dihydro-3H-pyrazolo[3,4-d]pyrimidin-3-one). Isolated yield 51.1%. As a reaction SMILES: C([O-])=O.[NH4+].[CH2:5]([N:8]1[C:16](=[O:17])[C:15]2[C:10](=[N:11][C:12]([S:18][CH3:19])=[N:13][CH:14]=2)[N:9]1[C:20]1[CH:25]=[CH:24][CH:23]=[C:22]([C:26]([OH:29])([CH3:28])[CH3:27])[N:21]=1)[CH:6]=[CH2:7].[H-].[Na+].C(Br)C#C.C(=O)([O-])O.[Na+]>C1C=CC(P(C2C=CC=CC=2)[C-]2C=CC=C2)=CC=1.C1C=CC(P(C2C=CC=CC=2)[C-]2C=CC=C2)=CC=1.Cl[Pd]Cl.[Fe+2].O.CN(C)C=O.O1CCCC1>[OH:29][C:26]([C:22]1[N:21]=[C:20]([N:9]2[C:10]3=[N:11][C:12]([S:18][CH3:19])=[N:13][CH:14]=[C:15]3[C:16](=[O:17])[N:8]2[CH2:5][C:6]#[CH:7])[CH:25]=[CH:24][CH:23]=1)([CH3:28])[CH3:27] |f:0.1,3.4,6.7,8.9.10.11|. Reported procedure: 440 mg of ammonium formate and 230 mg of [1,1′-bis(diphenylphosphino)ferrocene]palladium(II) dichloride were added to tetrahydrofuran (13.6 mL) solution of 500 mg of 2-allyl-1-[6-(1-hydroxy-1-methylethyl)-2-pyridinyl]-6-(methylthio)-1,2-dihydro-3H-pyrazolo[3,4-d]pyrimidin-3-one produced in Example 53, and stirred at 90° C. for 3 hours. The reaction liquid was cooled to room temperature, distilled water was added thereof, and extracted with a mixed solution of chloroform/isopropanol (80/20). This... The reactants are ClCCCCCCCCOC1=CC2=CC=CC=C2C=C1 (1-Chloro-8-(2-naphthyloxy)octane), C1(C=2C(C(N1)=O)=CC=CC2)=O.[K] (potassium phthalimide), O (water). The solvent is CN(C=O)C (dimethylformamide). Product: C1=C(C=CC2=CC=CC=C12)OCCCCCCCCN1C(C=2C(C1=O)=CC=CC2)=O (N-[8-(2-naphthyloxy)octyl]phthalimide). RXN SMILES: Cl[CH2:2][CH2:3][CH2:4][CH2:5][CH2:6][CH2:7][CH2:8][CH2:9][O:10][C:11]1[CH:20]=[CH:19][C:18]2[C:13](=[CH:14][CH:15]=[CH:16][CH:17]=2)[CH:12]=1.[C:21]1(=[O:31])[NH:25][C:24](=[O:26])[C:23]2=[CH:27][CH:28]=[CH:29][CH:30]=[C:22]12.[K].O>CN(C)C=O>[CH:12]1[C:13]2[C:18](=[CH:17][CH:16]=[CH:15][CH:14]=2)[CH:19]=[CH:20][C:11]=1[O:10][CH2:9][CH2:8][CH2:7][CH2:6][CH2:5][CH2:4][CH2:3][CH2:2][N:25]1[C:24](=[O:26])[C:23]2=[CH:27][CH:28]=[CH:29][CH:30]=[C:22]2[C:21]1=[O:31] |f:1.2,^1:31|. Procedure details: 1-Chloro-8-(2-naphthyloxy)octane (4.75 g) and potassium phthalimide (4.2 g) were heated in dimethylformamide (25 ml) at 120° for 4 hours. The solution was then cooled, added to water, and extracted with methylene chloride. The extracts were then dried and evaporated to afford N-[8-(2-naphthyloxy)octyl]phthalimide as a gum. This material was refluxed for 16 hours in ethanol (150 ml) containing 85% aqueous hydrazine hydrate (3 ml). The solution was cooled and water (450 ml) and 10% aqueous potassi... Reactants: IC=1C=C(C=C(C1)OC)S(=O)(=O)C (3-iodo-1-methanesulfonyl-5-methoxy-benzene), [I-].[Na+] (sodium iodide), C[Si](C)(C)Cl (trimethylsilyl chloride). The solvent is O (water), C(C)#N (acetonitrile). Product: IC=1C=C(C=C(C1)S(=O)(=O)C)O (3-iodo-5-methanesulfonyl-phenol). The yield is 63.6%. RXN SMILES: [I:1][C:2]1[CH:3]=[C:4]([S:10]([CH3:13])(=[O:12])=[O:11])[CH:5]=[C:6]([O:8]C)[CH:7]=1.[I-].[Na+].C[Si](Cl)(C)C>C(#N)C.O>[I:1][C:2]1[CH:7]=[C:6]([OH:8])[CH:5]=[C:4]([S:10]([CH3:13])(=[O:11])=[O:12])[CH:3]=1 |f:1.2|. Procedure details: To a suspension of 3-iodo-1-methanesulfonyl-5-methoxy-benzene (1.03 g, 3.31 mmol) and sodium iodide (4.97 g, 33.15 mmol) in acetonitrile (30 mL) was added trimethylsilyl chloride (2.09 mL, 16.58 mmol) at room temperature. Then, the resulting light yellow suspension was heated to reflux for 48 h. Then, it was cooled to room temperature and diluted with water (50 mL). The organic compound was extracted into ethyl acetate (2×50 mL) and the combined ethyl acetate extracts were washed with saturated ...